This data is from the Open Reaction Database (ORD), a public repository of structured organic reaction records. The task is: describe an organic reaction: reactants, conditions, products, and yield Reactants: OC1=C(C(=S)C2=CC=C(C=C2)C2=CC=CC=C2)C=CC(=C1)OCCO (2-hydroxy-4-(2-hydroxyethyloxy)-4′-phenylthiobenzophenone), C(C1=CC=CC=C1)(=O)C1=C(C=C(OCC(=O)O)C=C1)O (4-benzoyl-3-hydroxy-phenoxyacetic acid). Yields the product C(C1=CC=CC=C1)(=O)C1=C(C=C(OCC(=O)OCCOC2=CC(=C(C=C2)C(C2=CC=C(C=C2)C2=CC=CC=C2)=S)O)C=C1)O (2-[3-Hydroxy-4-(4-phenylthiobenzoyl)phenoxy]ethyl 4-Benzoyl-3-hydroxyphenoxyacetate). RXN SMILES: [OH:1][C:2]1[CH:21]=[C:20]([O:22][CH2:23][CH2:24][OH:25])[CH:19]=[CH:18][C:3]=1[C:4]([C:6]1[CH:11]=[CH:10][C:9]([C:12]2[CH:17]=[CH:16][CH:15]=[CH:14][CH:13]=2)=[CH:8][CH:7]=1)=[S:5].[C:26]([C:34]1[CH:44]=[CH:43][C:37]([O:38][CH2:39][C:40](O)=[O:41])=[CH:36][C:35]=1[OH:45])(=[O:33])[C:27]1[CH:32]=[CH:31][CH:30]=[CH:29][CH:28]=1>>[C:26]([C:34]1[CH:44]=[CH:43][C:37]([O:38][CH2:39][C:40]([O:25][CH2:24][CH2:23][O:22][C:20]2[CH:19]=[CH:18][C:3]([C:4](=[S:5])[C:6]3[CH:11]=[CH:10][C:9]([C:12]4[CH:17]=[CH:16][CH:15]=[CH:14][CH:13]=4)=[CH:8][CH:7]=3)=[C:2]([OH:1])[CH:21]=2)=[O:41])=[CH:36][C:35]=1[OH:45])(=[O:33])[C:27]1[CH:28]=[CH:29][CH:30]=[CH:31][CH:32]=1. Reported procedure: Following the general procedure of Example 17, the title compound is prepared by reacting equimolar amounts of the alcohol compound of Example 7 and 4-benzoyl-3-hydroxy-phenoxyacetic acid. Reactants: Cc1nc[nH]c1CSCCN, CO, Cl, NCC(F)(F)F, [K+], CSC(=C[N+](=O)[O-])S(C)=O, [OH-], O. Yields the product Cc1nc[nH]c1CSCCNC(=C[N+](=O)[O-])NCC(F)(F)F. As a reaction SMILES: [CH3:20][c:21]1[n:22][cH:23][nH:24][c:25]1[CH2:26][S:27][CH2:28][CH2:29][NH2:30].[CH3:31][OH:32].[ClH:7].[F:1][C:2]([CH2:3][NH2:4])([F:5])[F:6].[K+:9].[N+:10](=[O:11])([O-:12])[CH:13]=[C:14]([S:15]([CH3:16])=[O:17])[S:18][CH3:19].[OH-:8].[OH2:33]>>[F:1][C:2]([CH2:3][NH:4][C:14](=[CH:13][N+:10](=[O:11])[O-:12])[NH:30][CH2:29][CH2:28][S:27][CH2:26][c:25]1[c:21]([CH3:20])[n:22][cH:23][nH:24]1)([F:5])[F:6]. The reactants are OC1=C(C(=O)Cl)C=C(C(=C1)O)[N+](=O)[O-] (2,4-dihydroxy-5-nitrobenzoyl chloride), ice, NO (hydroxylamine), O (water). Solvent: O1CCOCC1 (dioxane). Run at time 30 minute. The product is OC1=C(C(=O)NO)C=C(C(=C1)O)[N+](=O)[O-] (2,4,N-trihydroxy-5-nitrobenzamide). Reaction SMILES: [OH:1][C:2]1[CH:10]=[C:9]([OH:11])[C:8]([N+:12]([O-:14])=[O:13])=[CH:7][C:3]=1[C:4](Cl)=[O:5].[NH2:15][OH:16].O>O1CCOCC1>[OH:1][C:2]1[CH:10]=[C:9]([OH:11])[C:8]([N+:12]([O-:14])=[O:13])=[CH:7][C:3]=1[C:4]([NH:15][OH:16])=[O:5]. Procedure details: A solution of 2,4-dihydroxy-5-nitrobenzoyl chloride (17.0 g, 78.1 mmol) in dioxane (70 mL) is added to an ice cold solution of 50% aqueous hydroxylamine (35 mL) and water (35 mL). After the addition is complete, the ice bath is removed and the mixture is stirred at room temperature for 30 min. The resulting thick precipitate is filtered, washed once with 1:1 water/dioxane and dried to obtain 2,4,N-trihydroxy-5-nitrobenzamide. After standing in the refrigerator for 18 h, the 1:1 water/dioxane sol... Starting materials: C(C1=CC=CC=C1)OCC(C=C)NC(OCC1=CC=CC=C1)=O (benzyl [1-(benzyloxy)but-3-en-2-yl]carbamate), II (iodine). Run in ClCCl (dichloromethane), S(=S)(=O)([O-])[O-].[Na+].[Na+] (sodium thiosulfate). Conditions: temperature 20 celsius, time 16 hour. Yields the product C(C1=CC=CC=C1)OCC1NC(OC1CI)=O (4-[(benzyloxy)methyl]-5-(iodomethyl)-1,3-oxazolidin-2-one). RXN SMILES: [CH2:1]([O:8][CH2:9][CH:10]([NH:13][C:14](=[O:23])[O:15][CH2:16][C:17]1C=CC=CC=1)C=C)[C:2]1[CH:7]=[CH:6][CH:5]=[CH:4][CH:3]=1.[I:24]I>ClCCl.S([O-])([O-])(=O)=S.[Na+].[Na+]>[CH2:1]([O:8][CH2:9][CH:10]1[CH:16]([CH2:17][I:24])[O:15][C:14](=[O:23])[NH:13]1)[C:2]1[CH:3]=[CH:4][CH:5]=[CH:6][CH:7]=1 |f:3.4.5|. Procedure: A mixture of benzyl [1-(benzyloxy)but-3-en-2-yl]carbamate (3.0 g, 9.6 mmol) and iodine (4.9 g, 19 mmol) in dichloromethane (200 mL) was stirred at 20° C. for 16 hours. The reaction mixture was diluted with aqueous sodium thiosulfate and extracted with ethyl acetate. The organic layer was dried over sodium sulfate, filtered, and concentrated under reduced pressure to give the crude product residue. The crude product residue was purified by silica gel chromatography (ethyl acetate/petroleum ether)... The reactants are steel, [Rh(COD)2 ]PF6, FC(C(=O)[O-])(F)F.C(CCC)[N+](CCCC)(CCCC)CCCC (tetrabutylammonium trifluoroacetate), O=O (O2), CC1(COC(=O)C1=O)C (ketopantolactone). Run in C1(=CC=CC=C1)C (toluene). Conditions: time 1 hour. Product: CC1(COC(=O)[C@@H]1O)C ((R)-pantolactone). RXN SMILES: O=O.[CH3:3][C:4]1([CH3:11])[C:9](=[O:10])[C:7](=[O:8])[O:6][CH2:5]1.FC(F)(F)C([O-])=O.C([N+](CCCC)(CCCC)CCCC)CCC>C1(C)C=CC=CC=1>[CH3:3][C:4]1([CH3:11])[C@@H:9]([OH:10])[C:7](=[O:8])[O:6][CH2:5]1 |f:2.3|. Procedure details: A 500 ml steel autoclave was loaded in a glove box (O2 -content less than 1 ppm) with 40.0 g (0.31 mol) of ketopantolactone, 210 ml of toluene, 180.6 mg (0.389 mmol) of [Rh(COD)2 ]PF6, 254.3 mg (0.389 mmol) of POPPM and 138.3 mg (0.389 mmol) of tetrabutylammonium trifluoroacetate. The hydrogenation was carried out at a constant pressure of 40 bar of H2, at 30° C. and with intensive stirring. By virtue of the exothermic reaction the temperature rose to 58° C. A conversion of above 99% was achieve... The reactants are CC(=O)O[BH-](OC(C)=O)OC(C)=O, CC(=O)Cc1ccc2c(c1)cc(C(=O)OCc1ccccc1)n2Cc1ccc([N+](=O)[O-])cc1, ClCCl, CC(=O)O, CC(Cl)Cl, NCC(O)COc1ccccc1, [Na+], [Na+], [Na+], O=S(=O)([O-])[O-]. The product is CC(Cc1ccc2c(c1)cc(C(=O)OCc1ccccc1)n2Cc1ccc([N+](=O)[O-])cc1)NCC(O)COc1ccccc1. As a reaction SMILES: [C:57]([O:58][BH-:59]([O:60][C:61](=[O:62])[CH3:63])[O:64][C:65](=[O:66])[CH3:67])(=[O:68])[CH3:69].[CH2:1]([c:2]1[cH:3][cH:4][cH:5][cH:6][cH:7]1)[O:8][C:9](=[O:10])[c:11]1[n:12]([CH2:24][c:25]2[cH:26][cH:27][c:28]([N+:31](=[O:32])[O-:33])[cH:29][cH:30]2)[c:13]2[cH:14][cH:15][c:16]([CH2:20][C:21]([CH3:22])=[O:23])[cH:17][c:18]2[cH:19]1.[CH2:75]([Cl:76])[Cl:77].[CH3:53][C:54](=[O:55])[OH:56].[Cl:71][CH:72]([Cl:73])[CH3:74].[NH2:34][CH2:35][CH:36]([CH2:37][O:38][c:39]1[cH:40][cH:41][cH:42][cH:43][cH:44]1)[OH:45].[Na+:46].[Na+:47].[Na+:70].[O-:48][S:49](=[O:50])(=[O:51])[O-:52]>>[CH2:1]([c:2]1[cH:3][cH:4][cH:5][cH:6][cH:7]1)[O:8][C:9](=[O:10])[c:11]1[n:12]([CH2:24][c:25]2[cH:26][cH:27][c:28]([N+:31](=[O:32])[O-:33])[cH:29][cH:30]2)[c:13]2[cH:14][cH:15][c:16]([CH2:20][CH:21]([CH3:22])[NH:34][CH2:35][CH:36]([CH2:37][O:38][c:39]3[cH:40][cH:41][cH:42][cH:43][cH:44]3)[OH:45])[cH:17][c:18]2[cH:19]1.